This data is from the Open Reaction Database (ORD), a public repository of structured organic reaction records. The task is: describe an organic reaction: reactants, conditions, products, and yield Reactants: COC(=O)c1cc(F)c2cncn2c1Nc1ccc(I)cc1F, [Na+], [OH-]. Product: O=C(O)c1cc(F)c2cncn2c1Nc1ccc(I)cc1F. As a reaction SMILES: [CH3:1][O:2][C:3](=[O:4])[c:5]1[cH:6][c:7]([F:23])[c:8]2[n:9]([c:10]1[NH:11][c:12]1[c:13]([F:19])[cH:14][c:15]([I:18])[cH:16][cH:17]1)[cH:20][n:21][cH:22]2.[Na+:25].[OH-:24]>>[O:2]=[C:3]([OH:4])[c:5]1[cH:6][c:7]([F:23])[c:8]2[n:9]([c:10]1[NH:11][c:12]1[c:13]([F:19])[cH:14][c:15]([I:18])[cH:16][cH:17]1)[cH:20][n:21][cH:22]2. Reactants: ClC(=O)OCC1=C(C=CC=C1)Cl (2-chlorobenzyl chloroformate), C1(CCCCCN1)=O (ε-caprolactam), O (water), C1(CCCCCN1)=O (ε-caprolactam). The solvent is [OH-].[Na+] (NaOH). Product: ClC1=C(COC(=O)NCCCCCC(=O)O)C=CC=C1 (6-(2-Chloro-benzyloxycarbonylamino)-hexanoic acid). RXN SMILES: [C:1]1(=[O:8])[NH:7][CH2:6][CH2:5][CH2:4][CH2:3][CH2:2]1.[OH2:9].Cl[C:11]([O:13][CH2:14][C:15]1[CH:20]=[CH:19][CH:18]=[CH:17][C:16]=1[Cl:21])=[O:12]>[OH-].[Na+]>[Cl:21][C:16]1[CH:17]=[CH:18][CH:19]=[CH:20][C:15]=1[CH2:14][O:13][C:11]([NH:7][CH2:6][CH2:5][CH2:4][CH2:3][CH2:2][C:1]([OH:8])=[O:9])=[O:12] |f:3.4|. Reported procedure: 1 g (8.8 mmol) of ε-caprolactam was dissolved in 3.88 g of 20 wt % NaOH solution and heated to reflux for 3-5 hours. After ε-caprolactam was hydrolyzed completely, the mixture was cooled down to 5˜10° C. and 5 g of water was added. 1.8 g (8.8 mmol) of 2-chlorobenzyl chloroformate was added dropwise. The mixture was stirred at room temperature for an hour and washed with 15 g of ethyl acetate twice. The pH of the aqueous layer was adjusted to 1-2 by adding 16% HCl and extracted with ethyl acetate...